From a dataset of the Open Reaction Database (ORD), a public repository of structured organic reaction records. describe an organic reaction: reactants, conditions, products, and yield Reactants: COC=1C=C(C=CC1)CCNCCC (3-methoxy-N-propyl-benzeneethanamine), C([O-])([O-])=O.[K+].[K+] (potassium carbonate), C1(CCCC1)Br (cyclopentyl bromide), C([O-])([O-])=O.[K+].[K+] (potassium carbonate). Run in O (water). The product is C1(CCCC1)N(CCC1=CC(=CC=C1)OC)CCC (N-cyclopentyl-3-methoxy-N-propylbenzeneethanamine). As a reaction SMILES: [CH3:1][O:2][C:3]1[CH:4]=[C:5]([CH2:9][CH2:10][NH:11][CH2:12][CH2:13][CH3:14])[CH:6]=[CH:7][CH:8]=1.C(=O)([O-])[O-].[K+].[K+].[CH:21]1(Br)[CH2:25][CH2:24][CH2:23][CH2:22]1>O>[CH:21]1([N:11]([CH2:12][CH2:13][CH3:14])[CH2:10][CH2:9][C:5]2[CH:6]=[CH:7][CH:8]=[C:3]([O:2][CH3:1])[CH:4]=2)[CH2:25][CH2:24][CH2:23][CH2:22]1 |f:1.2.3|. Procedure details: A stirred mixture of 3.4 g of 3-methoxy-N-propyl-benzeneethanamine, 4 g of potassium carbonate and 15 ml of cyclopentyl bromide was refluxed for one hour after which 5 g of potassium carbonate were added thereto and the mixture was refluxed for another 3 hours. The mixture was poured into 50 ml of water and the mixture was extracted 3 times with 50 ml of ether. The organic phase was dried and filtered and the filtrate was evaporated to dryness to obtain 4.5 g of N-cyclopentyl-3-methoxy-N-propylb... The reactants are CCOC(C)=O, CC=CCC1Cc2cccc(OC)c2C1=O, CCCCCC, CO, ClCCl, O=[O+][O-]. Product: COc1cccc2c1C(=O)C(CC=O)C2. As a reaction SMILES: [C:26]([O:27][CH2:29][CH3:30])(=[O:28])[CH3:31].[CH2:4]([CH:5]=[CH:6][CH3:7])[CH:8]1[C:9](=[O:19])[c:10]2[c:11]([O:17][CH3:18])[cH:12][cH:13][cH:14][c:15]2[CH2:16]1.[CH3:20][CH2:21][CH2:22][CH2:23][CH2:24][CH3:25].[CH3:35][OH:36].[Cl:32][CH2:33][Cl:34].[O-:1][O+:2]=[O:3]>>[CH2:4]([CH:5]=[O:28])[CH:8]1[C:9](=[O:19])[c:10]2[c:11]([O:17][CH3:18])[cH:12][cH:13][cH:14][c:15]2[CH2:16]1. The reactants are CC1=C(C(=NO1)C1=NC=CC=C1)COC=1C=CC(=NC1)C(=O)O (5-(5-methyl-3-pyridin-2-yl-isoxazol-4-ylmethoxy)-pyridine-2-carboxylic acid), F[B-](F)(F)F.N1(N=NC2=C1C=CC=C2)OC(=[N+](C)C)N(C)C (2-(1H-benzotriazole-1-yl)-1,1,3,3-tetramethyluronium tetrafluoroborate), C(C)(C)N(C(C)C)CC (N,N-diisopropyl ethyl amine), NC1CCOCC1 (4-aminotetrahydropyran). Run in CN(C)C=O (DMF). Reaction conditions: time 8 hour. The product is O1CCC(CC1)NC(=O)C1=NC=C(C=C1)OCC=1C(=NOC1C)C1=NC=CC=C1 (5-(5-Methyl-3-pyridin-2-yl-isoxazol-4-ylmethoxy)-pyridine-2-carboxylic acid (tetrahydro-pyran-4-yl)-amide). Isolated yield 73.5%. Reaction SMILES: [CH3:1][C:2]1[O:6][N:5]=[C:4]([C:7]2[CH:12]=[CH:11][CH:10]=[CH:9][N:8]=2)[C:3]=1[CH2:13][O:14][C:15]1[CH:16]=[CH:17][C:18]([C:21]([OH:23])=O)=[N:19][CH:20]=1.F[B-](F)(F)F.N1(OC(N(C)C)=[N+](C)C)C2C=CC=CC=2N=N1.C(N(CC)C(C)C)(C)C.[NH2:55][CH:56]1[CH2:61][CH2:60][O:59][CH2:58][CH2:57]1>CN(C=O)C>[O:59]1[CH2:60][CH2:61][CH:56]([NH:55][C:21]([C:18]2[CH:17]=[CH:16][C:15]([O:14][CH2:13][C:3]3[C:4]([C:7]4[CH:12]=[CH:11][CH:10]=[CH:9][N:8]=4)=[N:5][O:6][C:2]=3[CH3:1])=[CH:20][N:19]=2)=[O:23])[CH2:57][CH2:58]1 |f:1.2|. Procedure details: To a solution of 5-(5-methyl-3-pyridin-2-yl-isoxazol-4-ylmethoxy)-pyridine-2-carboxylic acid (30 mg, 0.1 mmol) in DMF (1 mL) were added 2-(1H-benzotriazole-1-yl)-1,1,3,3-tetramethyluronium tetrafluoroborate (34 mg, 0.1 mmol), N,N-diisopropyl ethyl amine (83 μL, 0.48 mmol) and 4-aminotetrahydropyran (11 mg, 0.1 mmol). The resulting reaction mixture was stirred overnight at room temperature. The reaction mixture was evaporated and purification by chromatography (silica, heptane:ethyl acetate=100:0... The reactants are C(=O)C(CCC(=O)OC)CC (methyl 4-formylhexanoate), C([O-])([O-])=O.[K+].[K+] (potassium carbonate), CO (methanol). The reagents and catalysts are S(O)(O)(=O)=O (sulfuric acid). Reaction conditions: time 24 hour. Yields the product COC(C(CCC(=O)OC)CC)OC (methyl 4-dimethoxymethyl-hexanoate). RXN SMILES: [CH:1]([CH:3]([CH2:10][CH3:11])[CH2:4][CH2:5][C:6]([O:8][CH3:9])=[O:7])=[O:2].[C:12](=[O:15])([O-])[O-].[K+].[K+].[CH3:18]O>S(=O)(=O)(O)O>[CH3:18][O:2][CH:1]([O:15][CH3:12])[CH:3]([CH2:10][CH3:11])[CH2:4][CH2:5][C:6]([O:8][CH3:9])=[O:7] |f:1.2.3|. Reported procedure: To a solution containing anhydrous methanol (70 ml) and concentrated sulfuric acid (3 drops) was added methyl 4-formylhexanoate (10.2 g, 64.5 mmol). The solution was stirred at room temperature for 24 hours then solid potassium carbonate was added to neutralize the acid. Most of the solvent was evaporated under vacuum then water (100 ml) was added and the solution extracted twice with hexane (50 ml) then twice ether. The organic phases were combined and dried over anhydrous magnesium sulfate.